Dataset: the Open Reaction Database (ORD), a public repository of structured organic reaction records. Task: describe an organic reaction: reactants, conditions, products, and yield The reactants are BrC1=NC=CC(=C1)[C@H]1N(CCC1)[C@H](C)C1=CC=C(C=C1)OC (2-Bromo-4-{(S)-1-[(R)-1-(4-methoxy-phenyl)-ethyl]-pyrrolidin-2-yl}-pyridine), O (Water), C(C)(C)(C)OC(=O)N1C=C(C2=CC=CC=C12)B1OC(C(O1)(C)C)(C)C (3-(4,4,5,5-tetramethyl-[1,3,2]dioxaborolan-2-yl)-indole-1-carboxylic acid tert-butyl ester), C([O-])([O-])=O.[Na+].[Na+] (sodium carbonate). Reagents/catalysts: C=1C=CC(=CC1)[P](C=2C=CC=CC2)(C=3C=CC=CC3)[Pd]([P](C=4C=CC=CC4)(C=5C=CC=CC5)C=6C=CC=CC6)([P](C=7C=CC=CC7)(C=8C=CC=CC8)C=9C=CC=CC9)[P](C=1C=CC=CC1)(C=1C=CC=CC1)C=1C=CC=CC1 (Pd(PPh3)4). Run in C1(=CC=CC=C1)C (toluene), C(C)O (ethanol), CCOC(=O)C (EtOAc). Reaction conditions: temperature 85 celsius, time 8 hour. Yields the product C(C)(C)(C)OC(=O)N1C=C(C2=CC=CC=C12)C1=NC=CC(=C1)[C@H]1N(CCC1)[C@H](C)C1=CC=C(C=C1)OC (3-(4-{(S)-1-[(R)-1-(4-Methoxy-phenyl)-ethyl]-pyrrolidin-2-yl}-pyridin-2-yl)-indole-1-carboxylic acid tert-butyl ester). Isolated yield 79.9%. Reaction SMILES: Br[C:2]1[CH:7]=[C:6]([C@@H:8]2[CH2:12][CH2:11][CH2:10][N:9]2[C@@H:13]([C:15]2[CH:20]=[CH:19][C:18]([O:21][CH3:22])=[CH:17][CH:16]=2)[CH3:14])[CH:5]=[CH:4][N:3]=1.[C:23]([O:27][C:28]([N:30]1[C:38]2[C:33](=[CH:34][CH:35]=[CH:36][CH:37]=2)[C:32](B2OC(C)(C)C(C)(C)O2)=[CH:31]1)=[O:29])([CH3:26])([CH3:25])[CH3:24].C(=O)([O-])[O-].[Na+].[Na+].O>C1(C)C=CC=CC=1.C(O)C.C1C=CC([P]([Pd]([P](C2C=CC=CC=2)(C2C=CC=CC=2)C2C=CC=CC=2)([P](C2C=CC=CC=2)(C2C=CC=CC=2)C2C=CC=CC=2)[P](C2C=CC=CC=2)(C2C=CC=CC=2)C2C=CC=CC=2)(C2C=CC=CC=2)C2C=CC=CC=2)=CC=1.CCOC(C)=O>[C:23]([O:27][C:28]([N:30]1[C:38]2[C:33](=[CH:34][CH:35]=[CH:36][CH:37]=2)[C:32]([C:2]2[CH:7]=[C:6]([C@@H:8]3[CH2:12][CH2:11][CH2:10][N:9]3[C@@H:13]([C:15]3[CH:20]=[CH:19][C:18]([O:21][CH3:22])=[CH:17][CH:16]=3)[CH3:14])[CH:5]=[CH:4][N:3]=2)=[CH:31]1)=[O:29])([CH3:26])([CH3:24])[CH3:25] |f:2.3.4,^1:68,70,89,108|. Reported procedure: To a solution of 2-Bromo-4-{(S)-1-[(R)-1-(4-methoxy-phenyl)-ethyl]-pyrrolidin-2-yl}-pyridine (160 mg, 0.44 mmol) in a mixture of toluene (9 mL) and ethanol (3 mL) are added 3-(4,4,5,5-tetramethyl-[1,3,2]dioxaborolan-2-yl)-indole-1-carboxylic acid tert-butyl ester (228 mg, 0.66 mmol), Pd(PPh3)4 (51 mg, 0.04 mmol) and sodium carbonate (2N) (0.7 mL, 1.40 mmol). The reaction mixture is stirred at 85° C. overnight, cooled to room temperature. Water and EtOAc are added to the mixture. The layers are s... Starting materials: CON=C(C)C(C)=O (butane-2,3-dione mono-(O-methyl oxime)), O.NN (hydrazine hydrate). The solvent is C(C)O (ethanol). The product is CON=C(C)C(C)=NN (3-hydrazono-butan-2-one O-methyl oxime). Yield: 29.8%. As a reaction SMILES: [CH3:1][O:2][N:3]=[C:4]([C:6](=O)[CH3:7])[CH3:5].O.[NH2:10][NH2:11]>C(O)C>[CH3:1][O:2][N:3]=[C:4]([C:6](=[N:10][NH2:11])[CH3:7])[CH3:5] |f:1.2|. Reported procedure: 3 g (0.026 mol) of butane-2,3-dione mono-(O-methyl oxime) are heated at 60° C. in 20 ml of ethanol with 2.6 g (0.052 mol) of hydrazine hydrate for 1 hour. The reaction mixture is poured onto water and extracted with diethyl ether, the organic phase is dried over sodium sulphate and the solvent is distilled off in vacuo. The residue is stirred with petroleum ether and the crystals are filtered off. 1 g (29.7% of theory) of 3-hydrazono-butan-2-one O-methyl oxime is obtained. Reactants: NCCOCCOCCOCCNS(=O)(=O)C1=CC=C(C=C1)C1CN(CC2=C(C=C(C=C12)Cl)Cl)C (N-(2-(2-(2-(2-aminoethoxy)ethoxy)ethoxy)ethyl)-4-(6,8-dichloro-2-methyl-1,2,3,4-tetrahydroisoquinolin-4-yl)benzenesulfonamide), N(=C=O)CCCCN=C=O (1,4-diisocyanatobutane), NCCOCCOCCOCCNS(=O)(=O)C1=CC=C(C=C1)C1CN(CC2=C(C=C(C=C12)Cl)Cl)C (N-(2-(2-(2-(2-aminoethoxy)ethoxy)ethoxy)ethyl)-4-(6,8-dichloro-2-methyl-1,2,3,4-tetrahydroisoquinolin-4-yl)benzenesulfonamide). Yields the product Compound 248, O=C(NCCOCCOCCOCCNS(=O)(=O)C1=CC=C(C=C1)C1CN(CC2=C(C=C(C=C12)Cl)Cl)C)NCCCCNC(NCCOCCOCCOCCNS(=O)(=O)C1=CC=C(C=C1)C1CN(CC2=C(C=C(C=C12)Cl)Cl)C)=O (N,N′-(13,20-dioxo-3,6,9,24,27,30-hexaoxa-12,14,19,21-tetraazadotriacontane-1,32-diyl)bis(4-(6,8-dichloro-2-methyl-1,2,3,4-tetrahydroisoquinolin-4-yl)benzenesulfonamide)). Isolated yield 64.9%. RXN SMILES: [N:1]([CH2:4][CH2:5][CH2:6][CH2:7][N:8]=[C:9]=[O:10])=[C:2]=[O:3].[NH2:11][CH2:12][CH2:13][O:14][CH2:15][CH2:16][O:17][CH2:18][CH2:19][O:20][CH2:21][CH2:22][NH:23][S:24]([C:27]1[CH:32]=[CH:31][C:30]([CH:33]2[C:42]3[C:37](=[C:38]([Cl:44])[CH:39]=[C:40]([Cl:43])[CH:41]=3)[CH2:36][N:35]([CH3:45])[CH2:34]2)=[CH:29][CH:28]=1)(=[O:26])=[O:25]>>[O:3]=[C:2]([NH:1][CH2:4][CH2:5][CH2:6][CH2:7][NH:8][C:9](=[O:10])[NH:11][CH2:12][CH2:13][O:14][CH2:15][CH2:16][O:17][CH2:18][CH2:19][O:20][CH2:21][CH2:22][NH:23][S:24]([C:27]1[CH:28]=[CH:29][C:30]([CH:33]2[C:42]3[C:37](=[C:38]([Cl:44])[CH:39]=[C:40]([Cl:43])[CH:41]=3)[CH2:36][N:35]([CH3:45])[CH2:34]2)=[CH:31][CH:32]=1)(=[O:26])=[O:25])[NH:11][CH2:12][CH2:13][O:14][CH2:15][CH2:16][O:17][CH2:18][CH2:19][O:20][CH2:21][CH2:22][NH:23][S:24]([C:27]1[CH:28]=[CH:29][C:30]([CH:33]2[C:42]3[C:37](=[C:38]([Cl:44])[CH:39]=[C:40]([Cl:43])[CH:41]=3)[CH2:36][N:35]([CH3:45])[CH2:34]2)=[CH:31][CH:32]=1)(=[O:26])=[O:25]. Procedure details: Compound 248 was prepared following the procedure outlined in Example 208 using 1,4-diisocyanatobutane (7.64 mg, 0.545 mmol) and N-(2-(2-(2-(2-aminoethoxy)ethoxy)ethoxy)ethyl)-4-(6,8-dichloro-2-methyl-1,2,3,4-tetrahydroisoquinolin-4-yl)benzenesulfonamide (Compound 82, 84.4 mg, 0.109 mmol). Purification by preparative HPLC gave the title compound (43.6 mg) as a TFA salt. 1H-NMR (400 MHz, CD3OD): δ 7.89 (d, 4H), 7.54 (s, 2H), 7.45 (d, 4H), 6.84 (s, 2H), 4.79-4.71 (m, 4H), 3.89-3.85 (dd, 2H), 3.59-...